This data is from the Open Reaction Database (ORD), a public repository of structured organic reaction records. The task is: describe an organic reaction: reactants, conditions, products, and yield The reactants are O=C(O)C(=O)O, O=C(O)c1cnoc1-c1ccccc1Cl, Clc1ccc(C2CCNC2)cc1. Yields the product O=C(c1cnoc1-c1ccccc1Cl)N1CCC(c2ccc(Cl)cc2)C1. As a reaction SMILES: [C:16]([OH:17])(=[O:18])[C:19]([OH:20])=[O:21].[Cl:1][c:2]1[c:3](-[c:8]2[c:9]([C:13](=[O:14])[OH:15])[cH:10][n:11][o:12]2)[cH:4][cH:5][cH:6][cH:7]1.[Cl:22][c:23]1[cH:24][cH:25][c:26]([CH:29]2[CH2:30][NH:31][CH2:32][CH2:33]2)[cH:27][cH:28]1>>[Cl:1][c:2]1[c:3](-[c:8]2[c:9]([C:13](=[O:15])[N:31]3[CH2:30][CH:29]([c:26]4[cH:25][cH:24][c:23]([Cl:22])[cH:28][cH:27]4)[CH2:33][CH2:32]3)[cH:10][n:11][o:12]2)[cH:4][cH:5][cH:6][cH:7]1. The reactants are O1COC2=C1C=CC(=C2)CN2C(C1=CC=C(C=C1C(=C2C(=O)O)C2=CC=CC=C2)Br)=O (2-(benzo[1,3]dioxol-5-ylmethyl)-6-bromo-1-oxo-4-phenyl-1,2-dihydroisoquinoline-3-carboxylic acid), CNC.C1CCOC1 (dimethylamine THF), crystals. The product is CN(C(=O)C=1N(C(C2=CC=C(C=C2C1C1=CC=CC=C1)Br)=O)CC1=CC2=C(OCO2)C=C1)C (2-(benzo[1,3]dioxol-5-ylmethyl)-6-bromo-1-oxo-4-phenyl-1,2-dihydroisoquinoline-3-carboxylic acid dimethylamide). Reaction SMILES: [O:1]1[C:5]2[CH:6]=[CH:7][C:8]([CH2:10][N:11]3[C:20]([C:21](O)=[O:22])=[C:19]([C:24]4[CH:29]=[CH:28][CH:27]=[CH:26][CH:25]=4)[C:18]4[C:13](=[CH:14][CH:15]=[C:16]([Br:30])[CH:17]=4)[C:12]3=[O:31])=[CH:9][C:4]=2[O:3][CH2:2]1.[CH3:32][NH:33][CH3:34].C1COCC1>>[CH3:32][N:33]([CH3:34])[C:21]([C:20]1[N:11]([CH2:10][C:8]2[CH:7]=[CH:6][C:5]3[O:1][CH2:2][O:3][C:4]=3[CH:9]=2)[C:12](=[O:31])[C:13]2[C:18]([C:19]=1[C:24]1[CH:29]=[CH:28][CH:27]=[CH:26][CH:25]=1)=[CH:17][C:16]([Br:30])=[CH:15][CH:14]=2)=[O:22] |f:1.2|. Procedure details: The present compound was synthesized by a method similar to that in Example 249 and using 2-(benzo[1,3]dioxol-5-ylmethyl)-6-bromo-1-oxo-4-phenyl-1,2-dihydroisoquinoline-3-carboxylic acid (200 mg) and dimethylamine THF solution. Colorless crystals (160 mg). Reactants: CC1=C(CN)C=CC=C1C (2,3-dimethylbenzylamine), ClCCN=C=S (2-chloroethylisothiocyanate). The solvent is O1CCOCC1 (1,4-dioxane). Reaction conditions: temperature 80 celsius, time 18 hour. Yields the product Cl.CC1=C(C=CC=C1C)CNC=1SCCN1 (((2,3-dimethylphenyl)methyl)-1,3-thiazolin-2-ylamine hydrochloride). The yield is 76.0%. Reaction SMILES: [CH3:1][C:2]1[C:9]([CH3:10])=[CH:8][CH:7]=[CH:6][C:3]=1[CH2:4][NH2:5].[Cl:11][CH2:12][CH2:13][N:14]=[C:15]=[S:16]>O1CCOCC1>[ClH:11].[CH3:1][C:2]1[C:9]([CH3:10])=[CH:8][CH:7]=[CH:6][C:3]=1[CH2:4][NH:5][C:15]1[S:16][CH2:12][CH2:13][N:14]=1 |f:3.4|. Reported procedure: Under a dry nitrogen atmosphere, a stirred mixture of 5.56 grams (0.041 mole) of 2,3-dimethylbenzylamine and 5.0 grams (0.041 mole) of 2-chloroethylisothiocyanate in 100 mL of 1,4-dioxane was heated to 80° C. where it stirred for about 18 hours. The reaction mixture was allowed to cool and a solid precipitate that had formed was collected by filtration. The solid was rinsed with diethyl ether and was dried under reduced pressure to yield 8.0 grams of the title compound. The NMR spectrum was cons...